This data is from the Open Reaction Database (ORD), a public repository of structured organic reaction records. The task is: describe an organic reaction: reactants, conditions, products, and yield The reactants are C1CCOC1, Cc1cc(-c2ccc(C(F)(F)F)cc2)cc(-c2cccc(-c3cccc(S(=O)(=O)Cl)c3)n2)n1, CCOC(C)=O, NCc1ccc(F)cc1. Yields the product Cc1cc(-c2ccc(C(F)(F)F)cc2)cc(-c2cccc(-c3cccc(S(=O)(=O)NCc4ccc(F)cc4)c3)n2)n1. As a reaction SMILES: [CH2:43]1[O:44][CH2:45][CH2:46][CH2:47]1.[CH3:1][c:2]1[cH:3][c:4](-[c:24]2[cH:25][cH:26][c:27]([C:30]([F:31])([F:32])[F:33])[cH:28][cH:29]2)[cH:5][c:6](-[c:8]2[n:9][c:10](-[c:14]3[cH:15][c:16]([S:20](=[O:21])(=[O:22])[Cl:23])[cH:17][cH:18][cH:19]3)[cH:11][cH:12][cH:13]2)[n:7]1.[CH3:48][CH2:49][O:50][C:51]([CH3:52])=[O:53].[F:34][c:35]1[cH:36][cH:37][c:38]([CH2:39][NH2:40])[cH:41][cH:42]1>>[CH3:1][c:2]1[cH:3][c:4](-[c:24]2[cH:25][cH:26][c:27]([C:30]([F:31])([F:32])[F:33])[cH:28][cH:29]2)[cH:5][c:6](-[c:8]2[n:9][c:10](-[c:14]3[cH:15][c:16]([S:20](=[O:21])(=[O:22])[NH:40][CH2:39][c:38]4[cH:37][cH:36][c:35]([F:34])[cH:42][cH:41]4)[cH:17][cH:18][cH:19]3)[cH:11][cH:12][cH:13]2)[n:7]1.